Dataset: the Open Reaction Database (ORD), a public repository of structured organic reaction records. Task: describe an organic reaction: reactants, conditions, products, and yield Reaction SMILES: [S:1]1[CH:5]=[CH:4][CH:3]=[C:2]1[C:6]1[S:7][CH:8]=[CH:9][CH:10]=1.Cl[C:12]1[N:17]=[C:16](Cl)[C:15]([CH3:19])=[CH:14][N:13]=1.[NH2:20][CH:21]1[CH2:26][C:25]([CH3:28])([CH3:27])[NH:24][C:23]([CH3:30])([CH3:29])[CH2:22]1>>[S:1]1[C:5]([C:14]2[C:15]([CH3:19])=[CH:16][N:17]=[C:12]([NH:20][CH:21]3[CH2:22][C:23]([CH3:30])([CH3:29])[NH:24][C:25]([CH3:28])([CH3:27])[CH2:26]3)[N:13]=2)=[CH:4][CH:3]=[C:2]1[C:6]1[S:7][CH:8]=[CH:9][CH:10]=1. Procedure: The title compound was prepared analogous to Method A, starting from [2,2′]bithiophenyl, 2,4-dichloro-5-methyl-pyrimidine and 4-amino-2,2,6,6-tetramethylpiperidine. Starting materials: S1C(=CC=C1)C=1SC=CC1 ([2,2′]bithiophenyl), ClC1=NC=C(C(=N1)Cl)C (2,4-dichloro-5-methyl-pyrimidine), NC1CC(NC(C1)(C)C)(C)C (4-amino-2,2,6,6-tetramethylpiperidine). The product is S1C(=CC=C1C1=NC(=NC=C1C)NC1CC(NC(C1)(C)C)(C)C)C=1SC=CC1 ((4-[2,2′]Bithiophenyl-5-yl-5-methyl-pyrimidin-2-yl)-(2,2,6,6-tetramethyl-piperidin-4-yl)-amine). The reactants are [Ag] (silver), C(=O)([O-])C(O)C(O)C(=O)[O-].[Na+].[Na+] (sodium tartrate), [N+](=O)([O-])[O-].[Ag+] (silver nitrate). Product: C(=O)([O-])C(O)C(O)C(=O)[O-].[Ag+2] (silver tartrate). RXN SMILES: [Ag:1].[C:2]([CH:5]([CH:7]([C:9]([O-:11])=[O:10])[OH:8])[OH:6])([O-:4])=[O:3].[Na+].[Na+].[N+]([O-])([O-])=O.[Ag+]>>[C:2]([CH:5]([CH:7]([C:9]([O-:11])=[O:10])[OH:8])[OH:6])([O-:4])=[O:3].[Ag+2:1] |f:1.2.3,4.5,6.7|. Procedure details: This example illustrates the preparation of the silver coating solution that is used in Examples 4 and 5. 3 ml of a sodium tartrate solution (1 g tartaric acid disodium salt dihydrate (obtained from Aldrich) dissolved in 20 ml distilled water) was added to 3 ml of a silver nitrate solution (10 g silver nitrate dissolved in 10 ml distilled water) at 22° C. A white precipitate of silver tartrate formed rapidly. Concentrated ammonium hydroxide, 28% ammonia (obtained from EM Science), was added drop...